Dataset: the Open Reaction Database (ORD), a public repository of structured organic reaction records. Task: describe an organic reaction: reactants, conditions, products, and yield Yields the product NC=1N=CC2=C(N1)N=C(C(=C2)C2=C(C(=CC=C2Cl)Cl)Cl)NC(=O)NC(C)(C)C (1-[2-Amino-6-(2,3,6-trichloro-phenyl)-pyrido[2,3-d]pyrimidin-7-yl]-3-tert-butyl-urea). The reactants are ClC1=C(C(=CC=C1Cl)Cl)C1=CC2=C(N=C(N=C2)N)N=C1N (6-(2,3,6-Trichloro-phenyl)-pyrido[2,3-d]pyrimidine-2,7-diamine), C(C)(C)(C)N=C=O (tert-butyl isocyanate). As a reaction SMILES: [Cl:1][C:2]1[C:7]([Cl:8])=[CH:6][CH:5]=[C:4]([Cl:9])[C:3]=1[C:10]1[C:20]([NH2:21])=[N:19][C:13]2[N:14]=[C:15]([NH2:18])[N:16]=[CH:17][C:12]=2[CH:11]=1.[C:22]([N:26]=[C:27]=[O:28])([CH3:25])([CH3:24])[CH3:23]>>[NH2:18][C:15]1[N:16]=[CH:17][C:12]2[CH:11]=[C:10]([C:3]3[C:4]([Cl:9])=[CH:5][CH:6]=[C:7]([Cl:8])[C:2]=3[Cl:1])[C:20]([NH:21][C:27]([NH:26][C:22]([CH3:25])([CH3:24])[CH3:23])=[O:28])=[N:19][C:13]=2[N:14]=1. Procedure details: The procedure of Example 2 was followed to react 0.30 g of 6-(2,3,6-trichloro-phenyl)-pyrido[2,3-d]pyrimidine-2,7-diamine from Example 85 with tert-butyl isocyanate (0.108 mL). The product is purified by medium pressure chromatography (MPLC) using silica gel and eluting with 1:1 CHCl3 :EtOAc to afford the title compound; mp 329°-330° C., CIMS (1% ammonia in methane): m/z (relative intensity) 439 (MH+ -1, 3), 441 (MH+ +1, 3), 84 (100). The reactants are C[O-].[Na+] (sodium methoxide), ClC=C(C(C)=O)Cl (1,2-dichloro-1-buten-3-one), CO (methanol), C[O-].[Na+] (sodium methoxide), C[O-].[Na+] (sodium methoxide). Run at temperature 0 celsius, time 1 hour. Product: ClC(C(OC)OC)C(C)=O (2-Chloro-1,1-dimethoxy-3-butanone). The yield is 75.0%. As a reaction SMILES: [CH3:1][O-:2].[Na+].Cl[CH:5]=[C:6]([Cl:10])[C:7](=[O:9])[CH3:8].[CH3:11][OH:12]>>[Cl:10][CH:6]([C:7](=[O:9])[CH3:8])[CH:5]([O:12][CH3:11])[O:2][CH3:1] |f:0.1|. Procedure: To a solution of 297 g (5.5 mole) sodium methoxide in 5 liters of methanol at 0° C., is added in a slow stream 695 g (5.0 mole) 1,2-dichloro-1-buten-3-one. After the addition is complete, the mixture is stirred at 0° C. for one hour, an additional 54 g (1.0 mole) sodium methoxide is added, and stirring continued at 0° C. for one hour. The mixture is allowed to stir at room temperature overnight, another g mole of sodium methoxide added and stirring continued for an hour. The mixture is filtered ... Reactants: S(O)(O)(=O)=O (sulfuric acid), [Li+].[BH4-] (LiBH4), C(=O)(OC)C1CC(N(C1)C)=O (4-carbomethoxy-1-methyl-pyrrolidone). Run in C(C)OCC (diethyl ether), C(C)OCC (diethyl ether). Reaction conditions: time 2 hour. Yields the product OCC1CC(N(C1)C)=O (4-Hydroxymethyl-1-methyl-pyrrolidone). As a reaction SMILES: [Li+].[BH4-].[C:3]([CH:7]1[CH2:11][N:10]([CH3:12])[C:9](=[O:13])[CH2:8]1)(OC)=[O:4].S(=O)(=O)(O)O>C(OCC)C>[OH:4][CH2:3][CH:7]1[CH2:11][N:10]([CH3:12])[C:9](=[O:13])[CH2:8]1 |f:0.1|. Procedure: A solution of 2.3g (106 m moles) of LiBH4 in 150 ml of diethyl ether was slowly added dropwise at +5° C to 17.0g (107 m mols) of 4-carbomethoxy-1-methyl-pyrrolidone in 20 ml of absolute diethyl ether. Stirring was continued for 2 hours at room temperature, then the mixture was acidified with 2N sulfuric acid (pH 2), the solvent and water were distilled off to a large extent in vacuo and the remaining residue was extracted with methylene chloride. The dried methylene chloride phase was concentrat... Reactants: FC1=CC=C(C=C1)C=1C(=NC=NC1N1CCC(CC1)C=1N(C=C(N1)C1=CC(=C(C=C1)F)C(F)(F)F)C)N (5-(4-Fluoro-phenyl)-6-{4-[4-(4-fluoro-3-trifluoromethyl-phenyl)-1-methyl-1H-imidazol-2-yl]-piperidin-1-yl}-pyrimidin-4-ylamine), C(#N)C1=CC=C(C=C1)B(O)O (4-cyanophenylboronic acid). Product: NC1=NC=NC(=C1C1=CC=C(C#N)C=C1)N1CCC(CC1)C=1N(C=C(N1)C1=CC(=C(C=C1)F)C(F)(F)F)C (4-(4-Amino-6-{4-[4-(4-fluoro-3-trifluoromethyl-phenyl)-1-methyl-1H-imidazol-2-yl]-piperidin-1-yl}-pyrimidin-5-yl)-benzonitrile). Reaction SMILES: F[C:2]1[CH:7]=[CH:6][C:5]([C:8]2[C:9]([NH2:37])=[N:10][CH:11]=[N:12][C:13]=2[N:14]2[CH2:19][CH2:18][CH:17]([C:20]3[N:21]([CH3:36])[CH:22]=[C:23]([C:25]4[CH:30]=[CH:29][C:28]([F:31])=[C:27]([C:32]([F:35])([F:34])[F:33])[CH:26]=4)[N:24]=3)[CH2:16][CH2:15]2)=[CH:4][CH:3]=1.[C:38](C1C=CC(B(O)O)=CC=1)#[N:39]>>[NH2:37][C:9]1[C:8]([C:5]2[CH:4]=[CH:3][C:2]([C:38]#[N:39])=[CH:7][CH:6]=2)=[C:13]([N:14]2[CH2:19][CH2:18][CH:17]([C:20]3[N:21]([CH3:36])[CH:22]=[C:23]([C:25]4[CH:30]=[CH:29][C:28]([F:31])=[C:27]([C:32]([F:34])([F:33])[F:35])[CH:26]=4)[N:24]=3)[CH2:16][CH2:15]2)[N:12]=[CH:11][N:10]=1. Procedure details: The title compound was prepared in an analogous manner as 5-(4-Fluoro-phenyl)-6-{4-[4-(4-fluoro-3-trifluoromethyl-phenyl)-1-methyl-1H-imidazol-2-yl]-piperidin-1-yl}-pyrimidin-4-ylamine using 4-cyanophenylboronic acid instead of 4-fluorophenylboronic acid. LC-MS: (M+1=522, obsd.=522). The yield is 73.7%. Conditions: time 1 hour. Starting materials: N(=C=S)C1=CC=C(OCCN2C=NC=C2)C=C1 (1-[2-(4-isothiocyanatophenoxy)ethyl]-1H-imidazole), O (water), [H-].[Na+] (Sodium hydride), FC(C1=NC(=NC=C1)CC(=O)N)(F)F (2-(4-trifluoromethylpyrimidin-2-yl)acetamide). As a reaction SMILES: [H-].[Na+].[F:3][C:4]([F:16])([F:15])[C:5]1[CH:10]=[CH:9][N:8]=[C:7]([CH2:11][C:12]([NH2:14])=[O:13])[N:6]=1.[N:17]([C:20]1[CH:33]=[CH:32][C:23]([O:24][CH2:25][CH2:26][N:27]2[CH:31]=[CH:30][N:29]=[CH:28]2)=[CH:22][CH:21]=1)=[C:18]=[S:19].O>C1COCC1>[N:27]1([CH2:26][CH2:25][O:24][C:23]2[CH:32]=[CH:33][C:20]([NH:17][C:18](=[S:19])[CH:11]([C:7]3[N:6]=[C:5]([C:4]([F:3])([F:15])[F:16])[CH:10]=[CH:9][N:8]=3)[C:12]([NH2:14])=[O:13])=[CH:21][CH:22]=2)[CH:31]=[CH:30][N:29]=[CH:28]1 |f:0.1|. Run in C1CCOC1 (THF), C1CCOC1 (THF). Procedure details: Sodium hydride (0.531 g of a 60 wt % dispersion in oil, 13.3 mmol) was added in portions to a stirred solution of 2-(4-trifluoromethylpyrimidin-2-yl)acetamide (0.911 g; 4.43 mmol) in THF (20 mL) over 10 min. A solution of 1-[2-(4-isothiocyanatophenoxy)ethyl]-1H-imidazole (1.21 g; 4.92 mmol) in THF (10 mL) was then added over 15 min. The mixture was stirred at room temperature for a further 1 hr, and then water (1 mL) was added and the mixture was concentrated under reduced pressure. Water (75 mL... Yields the product N1(C=NC=C1)CCOC1=CC=C(C=C1)NC(C(C(=O)N)C1=NC=CC(=N1)C(F)(F)F)=S (3-{-4-[2-(1H-imidazol-1-yl)ethoxy]phenylamino}-3-thioxo-2-(4-trifluoromethylpyrimidin-2-yl)propanamide). Starting materials: B, Cc1ccsc1C(Cc1ccccc1N)N(C)C=O, C1CCOC1. Product: Cc1ccsc1C(Cc1ccccc1N)N(C)C. RXN SMILES: [BH3:20].[NH2:1][c:2]1[c:3]([CH2:8][CH:9]([N:10]([CH3:11])[CH:12]=[O:13])[c:14]2[s:15][cH:16][cH:17][c:18]2[CH3:19])[cH:4][cH:5][cH:6][cH:7]1.[O:21]1[CH2:22][CH2:23][CH2:24][CH2:25]1>>[NH2:1][c:2]1[c:3]([CH2:8][CH:9]([N:10]([CH3:11])[CH3:12])[c:14]2[s:15][cH:16][cH:17][c:18]2[CH3:19])[cH:4][cH:5][cH:6][cH:7]1.